From a dataset of the Open Reaction Database (ORD), a public repository of structured organic reaction records. describe an organic reaction: reactants, conditions, products, and yield Reactants: [BH4-], CO, CC1=NCCc2ccc([N+](=O)[O-])cc21, [Na+], O. Product: CC1NCCc2ccc([N+](=O)[O-])cc21. Reaction SMILES: [BH4-:15].[CH3:18][OH:19].[CH3:1][C:2]1=[N:3][CH2:4][CH2:5][c:6]2[cH:7][cH:8][c:9]([N+:12](=[O:13])[O-:14])[cH:10][c:11]21.[Na+:16].[OH2:17]>>[CH3:1][CH:2]1[NH:3][CH2:4][CH2:5][c:6]2[cH:7][cH:8][c:9]([N+:12](=[O:13])[O-:14])[cH:10][c:11]21. Reactants: [Si](C)(C)(C(C)(C)C)OCC1(CC=2N(CCS1)C(=NN2)C2(CC2)C2=CC=C(C=C2)C=2C=NC(=CC2)OC)C (8-({[Tert-butyl(dimethyl)silyl]oxy}methyl)-3-{1-[4-(6-methoxypyridin-3-yl)phenyl]cyclopropyl}-8-methyl-5,6,8,9-tetrahydro[1,2,4]triazolo[4,3-d][1,4]thiazepine), Cl (hydrochloric acid). Run in CO (methanol). Product: COC1=CC=C(C=N1)C1=CC=C(C=C1)C1(CC1)C1=NN=C2N1CCSC(C2)(C)CO ((3-{1-[4-(6-Methoxypyridin-3-yl)phenyl]cyclopropyl}-8-methyl-5,6,8,9-tetrahydro[1,2,4]triazolo[4,3-d][1,4]thiazepin-8-yl)methanol). Yield: 108.1%. RXN SMILES: [Si]([O:8][CH2:9][C:10]1([CH3:37])[S:16][CH2:15][CH2:14][N:13]2[C:17]([C:20]3([C:23]4[CH:28]=[CH:27][C:26]([C:29]5[CH:30]=[N:31][C:32]([O:35][CH3:36])=[CH:33][CH:34]=5)=[CH:25][CH:24]=4)[CH2:22][CH2:21]3)=[N:18][N:19]=[C:12]2[CH2:11]1)(C(C)(C)C)(C)C.Cl>CO>[CH3:36][O:35][C:32]1[N:31]=[CH:30][C:29]([C:26]2[CH:25]=[CH:24][C:23]([C:20]3([C:17]4[N:13]5[CH2:14][CH2:15][S:16][C:10]([CH2:9][OH:8])([CH3:37])[CH2:11][C:12]5=[N:19][N:18]=4)[CH2:22][CH2:21]3)=[CH:28][CH:27]=2)=[CH:34][CH:33]=1. Procedure: A solution of the compound (200 mg, 0.37 mmol) obtained in Example 59-1) and 4 M hydrochloric acid (1,4-dioxane solution, 1 mL) in methanol (4 mL) was stirred at room temperature for 15 h. The reaction mixture was concentrated under reduced pressure, saturated aqueous sodium hydrogencarbonate was added to the residue, the mixture was extracted with dichloromethane, and the organic layer was washed with saturated sodium chloride solution and dried with anhydrous sodium sulfate. After filtration, ... Starting materials: C1(=CC=C(C=C1)S(=O)(=O)C[N+]#[C-])C (p-toluenesulfonylmetyl isocyanide), CC(C)([O-])C.[K+] (potassium t-butoxide), C(C)(C)(C)OC(NCC=1N(C(C2=CC=C(C=C2C1OCCCC)C=O)=O)CC(C)(C)C)=O (tert-butyl(4-butoxy-6-formyl-2-neopentyl-1-oxo-1,2-dihydro-3-isoquinolinyl)methylcarbamate), CO (methanol). The solvent is COCCOC (1,2-dimethoxyethane), O (water). Run at temperature -70 celsius, time 1 hour. Yields the product C(C)(C)(C)OC(NCC=1N(C(C2=CC=C(C=C2C1OCCCC)CC#N)=O)CC(C)(C)C)=O (tert-butyl[4-butoxy-6-(cyanomethyl)-2-neopentyl-1-oxo-1,2-dihydro-3-isoquinolinyl]methylcarbamate). The yield is 36.2%. Reaction SMILES: C1(C)C=CC(S([CH2:10][N+:11]#[C-])(=O)=O)=CC=1.CC(C)([O-])C.[K+].[C:20]([O:24][C:25](=[O:51])[NH:26][CH2:27][C:28]1[N:29]([CH2:46][C:47]([CH3:50])([CH3:49])[CH3:48])[C:30](=[O:45])[C:31]2[C:36]([C:37]=1[O:38][CH2:39][CH2:40][CH2:41][CH3:42])=[CH:35][C:34]([CH:43]=O)=[CH:33][CH:32]=2)([CH3:23])([CH3:22])[CH3:21].CO>COCCOC.O>[C:20]([O:24][C:25](=[O:51])[NH:26][CH2:27][C:28]1[N:29]([CH2:46][C:47]([CH3:49])([CH3:50])[CH3:48])[C:30](=[O:45])[C:31]2[C:36]([C:37]=1[O:38][CH2:39][CH2:40][CH2:41][CH3:42])=[CH:35][C:34]([CH2:43][C:10]#[N:11])=[CH:33][CH:32]=2)([CH3:21])([CH3:22])[CH3:23] |f:1.2|. Procedure details: To a solution of p-toluenesulfonylmetyl isocyanide (0.94 g, 4.8 mmol) in 1,2-dimethoxyethane (20 ml) were added potassium t-butoxide (0.90 g, 8 mmol) and tert-butyl(4-butoxy-6-formyl-2-neopentyl-1-oxo-1,2-dihydro-3-isoquinolinyl)methylcarbamate (1.78 g, 4 mmol) at −70° C., and the mixture was stirred at −70° C. for 1 h. To the mixture was added methanol (30 ml), and the mixture was refluxed for 30 min. The reaction mixture was poured into water and extracted with ethyl acetate. The extract was w... Reactants: N(C1=CC=CC=C1)C1=CC(=C(C(=C1)C(C)(C)C)O)C(C)(C)C (4-anilino-2,6-di-t-butylphenol), C1(CCCC(=O)O1)=O (glutaric anhydride), [OH-].[Na+] (sodium hydroxide). The solvent is O (water). Conditions: temperature 90 celsius. The product is C(C)(C)(C)C=1C=C(N(C2=CC=CC=C2)C(CCCC(=O)O)=O)C=C(C1O)C(C)(C)C (5-(3,5-di-t-butyl-4-hydroxy-N-phenylanilino)-5-oxopentanoic acid). The yield is 56.9%. As a reaction SMILES: [NH:1]([C:8]1[CH:13]=[C:12]([C:14]([CH3:17])([CH3:16])[CH3:15])[C:11]([OH:18])=[C:10]([C:19]([CH3:22])([CH3:21])[CH3:20])[CH:9]=1)[C:2]1[CH:7]=[CH:6][CH:5]=[CH:4][CH:3]=1.[C:23]1(=[O:30])[O:29][C:27](=[O:28])[CH2:26][CH2:25][CH2:24]1.[OH-].[Na+]>O>[C:14]([C:12]1[CH:13]=[C:8]([CH:9]=[C:10]([C:19]([CH3:22])([CH3:21])[CH3:20])[C:11]=1[OH:18])[N:1]([C:23](=[O:30])[CH2:24][CH2:25][CH2:26][C:27]([OH:29])=[O:28])[C:2]1[CH:3]=[CH:4][CH:5]=[CH:6][CH:7]=1)([CH3:15])([CH3:16])[CH3:17] |f:2.3|. Procedure: 12.0 g (0.038 mole) of 4-anilino-2,6-di-t-butylphenol was added to a 55° C. melt of 12.0 g (0.105 mole) of glutaric anhydride. The reaction warmed to 90° C. during the addition. The reaction was allowed to cool to 50° C., and was then maintained at that temperature for 3 hours. Thereafter, the mixture was heated briefly to 80° C. and allowed to cool to room temperature. The reaction mass was ground to a powder and the powder was heated in water. This cloudy solution was allowed to cool, and was ... Procedure: A mixture of (cis-7-amino-8-hydroxy-2,3,4,4a,9,9a-hexahydro-indeno[2,1-b]pyridin-1-yl)-(1H-benzoimidazol-5-yl)-methanone (100 mg), 4-toluenesulfonic acid hydrate (5 mg), triethyl orthoformate (40 μL), and methanol (1 mL) is stirred at 60° C. for 2 h. After cooling to room temperature, the mixture is concentrated and the residue is dissolved in ethyl acetate. The resulting solution is washed with 1 M NaOH solution, dried (Na2SO4), and concentrated to give the title compound. Yield: 50 mg (49% of ... The solvent is CO (methanol). Product: N1C=NC2=C1C=CC(=C2)C(=O)N2CCC[C@H]1C=3C=C4C(=CC3C[C@@H]21)N=CO4 ((1H-Benzoimidazol-5-yl)-(cis-4b,5,6,7,8a,9-hexahydro-3-oxa-1,8-diaza-cyclopenta[b]fluoren-8-yl)-methanone). RXN SMILES: [NH2:1][C:2]1[CH:14]=[CH:13][C:12]2[C@@H:11]3[C@@H:6]([N:7]([C:15]([C:17]4[CH:25]=[CH:24][C:20]5[NH:21][CH:22]=[N:23][C:19]=5[CH:18]=4)=[O:16])[CH2:8][CH2:9][CH2:10]3)[CH2:5][C:4]=2[C:3]=1O.O.C1(C)C=CC(S(O)(=O)=O)=CC=1.[CH:39](OCC)(OCC)[O:40]CC>CO>[NH:21]1[C:20]2[CH:24]=[CH:25][C:17]([C:15]([N:7]3[C@H:6]4[C@H:11]([C:12]5[CH:13]=[C:14]6[O:40][CH:39]=[N:1][C:2]6=[CH:3][C:4]=5[CH2:5]4)[CH2:10][CH2:9][CH2:8]3)=[O:16])=[CH:18][C:19]=2[N:23]=[CH:22]1 |f:1.2|. Reactants: NC1=C(C=2C[C@@H]3N(CCC[C@@H]3C2C=C1)C(=O)C1=CC2=C(NC=N2)C=C1)O ((cis-7-amino-8-hydroxy-2,3,4,4a,9,9a-hexahydro-indeno[2,1-b]pyridin-1-yl)-(1H-benzoimidazol-5-yl)-methanone), O.C1(=CC=C(C=C1)S(=O)(=O)O)C (4-toluenesulfonic acid hydrate), C(OCC)(OCC)OCC (triethyl orthoformate). Conditions: temperature 60 celsius, time 2 hour. Starting materials: COC(=O)c1ccccc1COc1ccc(CCNC(=O)c2cc(-c3ccccc3)oc2C)cc1, [Li+], [OH-], O. Yields the product Cc1oc(-c2ccccc2)cc1C(=O)NCCc1ccc(OCc2ccccc2C(=O)O)cc1. RXN SMILES: [CH3:3][c:4]1[o:5][c:6](-[c:32]2[cH:33][cH:34][cH:35][cH:36][cH:37]2)[cH:7][c:8]1[C:9](=[O:10])[NH:11][CH2:12][CH2:13][c:14]1[cH:15][cH:16][c:17]([O:18][CH2:19][c:20]2[c:21]([C:22](=[O:23])[O:24][CH3:25])[cH:26][cH:27][cH:28][cH:29]2)[cH:30][cH:31]1.[Li+:1].[OH-:2].[OH2:38]>>[CH3:3][c:4]1[o:5][c:6](-[c:32]2[cH:33][cH:34][cH:35][cH:36][cH:37]2)[cH:7][c:8]1[C:9](=[O:10])[NH:11][CH2:12][CH2:13][c:14]1[cH:15][cH:16][c:17]([O:18][CH2:19][c:20]2[c:21]([C:22](=[O:23])[OH:24])[cH:26][cH:27][cH:28][cH:29]2)[cH:30][cH:31]1. The reactants are CC(C)(OC(=O)N1CCN(CC1)C1=NC=CC=C1N)C (1-[1,1-Dimethylethoxycarbonyl]-4-[3-amino-2-pyridinyl]piperazine), C(C)(=O)O (acetic acid), C(#N)[BH3-].[Na+] (sodium cyanoborohydride), CC(=O)C (acetone), CC(=O)C (acetone), C(C)(=O)O (acetic acid), C(#N)[BH3-].[Na+] (sodium cyanoborohydride). Run in CO (methanol), C(Cl)(Cl)Cl (chloroform). Run at time 15 minute. Product: CC(C)(OC(=O)N1CCN(CC1)C1=NC=CC=C1NC(C)C)C (1-[1,1-Dimethylethoxycarbonyl]-4-[3-(1-methylethylamino)-2-pyridinyl]piperazine). Reaction SMILES: [CH3:1][C:2]([CH3:20])([O:4][C:5]([N:7]1[CH2:12][CH2:11][N:10]([C:13]2[C:18]([NH2:19])=[CH:17][CH:16]=[CH:15][N:14]=2)[CH2:9][CH2:8]1)=[O:6])[CH3:3].[CH3:21][C:22]([CH3:24])=O.C(O)(=O)C.C([BH3-])#N.[Na+]>CO.C(Cl)(Cl)Cl>[CH3:3][C:2]([CH3:20])([O:4][C:5]([N:7]1[CH2:8][CH2:9][N:10]([C:13]2[C:18]([NH:19][CH:22]([CH3:24])[CH3:21])=[CH:17][CH:16]=[CH:15][N:14]=2)[CH2:11][CH2:12]1)=[O:6])[CH3:1] |f:3.4|. Procedure details: 1-[1,1-Dimethylethoxycarbonyl]-4-[3-amino-2-pyridinyl]piperazine (International Publication 88/08424, 2.0 g) is dissolved in 35 ml of methanol and acetone (0.48 g) is added. The reaction is cooled to 0° and acetic acid (to pH 4.0) is added. The reaction is stirred 15 min at 0° and then sodium cyanoborohydride (0.50 g) is added. The reaction is allowed to warm slowly to 20°-25° and followed by TLC until completion. Additional acetic acid, sodium cyanoborohydride and acetone are sometimes necessar...